Dataset: the Open Reaction Database (ORD), a public repository of structured organic reaction records. Task: describe an organic reaction: reactants, conditions, products, and yield Reactants: C(#N)[BH3-].C[NH+](C)C (trimethylammonium cyanoborohydride), C1(=CC=CC=C1)C(N1CC(C1)=O)C1=CC=CC=C1 (1-(diphenylmethyl)azetidin-3-one), Cl.C1C2N(CCN1)C(CCC2)=O (octahydro-6H-pyrido[1,2-a]pyrazin-6-one hydrochloride), C(C)(=O)O (acetic acid). Run in CO (methanol). Conditions: temperature 120 celsius. The product is C1(=CC=CC=C1)C(N1CC(C1)N1CC2N(CC1)C(CCC2)=O)C2=CC=CC=C2 (2-[1-(diphenylmethyl)azetidin-3-yl]octahydro-6H-pyrido[1,2-a]pyrazin-6-one). Yield: 27.6%. As a reaction SMILES: [C:1]1([CH:7]([C:13]2[CH:18]=[CH:17][CH:16]=[CH:15][CH:14]=2)[N:8]2[CH2:11][C:10](=O)[CH2:9]2)[CH:6]=[CH:5][CH:4]=[CH:3][CH:2]=1.Cl.[CH2:20]1[NH:25][CH2:24][CH2:23][N:22]2[C:26](=[O:30])[CH2:27][CH2:28][CH2:29][CH:21]12.C(O)(=O)C.C([BH3-])#N.C[NH+](C)C>CO>[C:1]1([CH:7]([C:13]2[CH:18]=[CH:17][CH:16]=[CH:15][CH:14]=2)[N:8]2[CH2:11][CH:10]([N:25]3[CH2:24][CH2:23][N:22]4[C:26](=[O:30])[CH2:27][CH2:28][CH2:29][CH:21]4[CH2:20]3)[CH2:9]2)[CH:6]=[CH:5][CH:4]=[CH:3][CH:2]=1 |f:1.2,4.5|. Procedure: To a solution of 1-(diphenylmethyl)azetidin-3-one (see Bioorg. Med. Chem. Lett.; 13; 2003; 2191-2194, 1.32 g, 5.6 mmol) and octahydro-6H-pyrido[1,2-a]pyrazin-6-one hydrochloride (see Bioorg. Med. Chem.; 2004; 71-86; 1.30 g, 6.8 mmol), in methanol (10 mL) was added acetic acid (1 mL). The solution was mixed with (polystyrylmethyl) trimethylammonium cyanoborohydride (4.2 mmol/g, 1.67 g, 8.8 mmol) and the mixture was heated for 5 min at 120° C. using microwave single node heating. The resin was fil... Starting materials: C(=C)C1=CC=C2C=CC(=NC2=C1)[C@@H](C)O ((R)-1-(7-vinyl-quinolin-2-yl)-ethanol), Cl.CN(CCCN=C=NCC)C (N-(3-dimethylaminopropyl)-N′-ethylcarbodiimide hydrochloride), COC(=O)[C@H]1NN(CCC1)C([C@H](C)NC([C@H](C(C)C)NC(=O)OC(C)(C)C)=O)=O ((S)-1-[(S)-2-((S)-2-tert-Butoxycarbonylamino-3-methyl-butyrylamino)-propionyl]-hexahydro-pyridazine-3-carboxylic acid methyl ester), Cl.CN(CCCN=C=NCC)C (N-(3-dimethylaminopropyl)-N′-ethylcarbodiimide hydrochloride), O.[OH-].[Li+] (lithium hydroxide monohydrate), Cl (hydrochloric acid). The reagents and catalysts are CN(C1=CC=NC=C1)C (4-dimethylaminopyridine), CN(C1=CC=NC=C1)C (4-dimethylaminopyridine). The solvent is ClCCl (dichloromethane), O1CCCC1 (tetrahydrofuran), O (water). Reaction conditions: time 30 minute. Yields the product C(=C)C1=CC=C2C=CC(=NC2=C1)[C@@H](C)OC(=O)[C@H]1NN(CCC1)C([C@H](C)NC([C@H](C(C)C)NC(=O)OC(C)(C)C)=O)=O ((S)-1-[(S)-2-((S)-2-tert-Butoxycarbonylamino-3-methyl-butyrylamino)-propionyl]-hexahydro-pyridazine-3-carboxylic acid (R)-1-(7-vinyl-quinolin-2-yl)-ethyl ester). The yield is 46.3%. Reaction SMILES: C[O:2][C:3]([C@@H:5]1[CH2:10][CH2:9][CH2:8][N:7]([C:11](=[O:29])[C@@H:12]([NH:14][C:15](=[O:28])[C@@H:16]([NH:20][C:21]([O:23][C:24]([CH3:27])([CH3:26])[CH3:25])=[O:22])[CH:17]([CH3:19])[CH3:18])[CH3:13])[NH:6]1)=O.O.[OH-].[Li+].Cl.[CH:34]([C:36]1[CH:45]=[C:44]2[C:39]([CH:40]=[CH:41][C:42]([C@H:46]([OH:48])[CH3:47])=[N:43]2)=[CH:38][CH:37]=1)=[CH2:35].Cl.CN(C)CCCN=C=NCC>O1CCCC1.ClCCl.CN(C)C1C=CN=CC=1.O>[CH:34]([C:36]1[CH:45]=[C:44]2[C:39]([CH:40]=[CH:41][C:42]([C@H:46]([O:48][C:3]([C@@H:5]3[CH2:10][CH2:9][CH2:8][N:7]([C:11](=[O:29])[C@@H:12]([NH:14][C:15](=[O:28])[C@@H:16]([NH:20][C:21]([O:23][C:24]([CH3:25])([CH3:27])[CH3:26])=[O:22])[CH:17]([CH3:19])[CH3:18])[CH3:13])[NH:6]3)=[O:2])[CH3:47])=[N:43]2)=[CH:38][CH:37]=1)=[CH2:35] |f:1.2.3,6.7|. Procedure details: (S)-1-[(S)-2-((S)-2-tert-Butoxycarbonylamino-3-methyl-butyrylamino)-propionyl]-hexahydro-pyridazine-3-carboxylic acid methyl ester (562 mg, 1.36 mmol) was suspended in tetrahydrofuran (14 mL) then lithium hydroxide monohydrate (63 mg, 1.49 mmol) and water (3 mL) were added. The mixture was rapidly stirred for 30 minutes and then hydrochloric acid (2 M, 0.68 mL) was added. The mixture was evaporated and the residue was then suspended in anhydrous dichloromethane (13.5 mL) with 4 Å molecular sieve... The reactants are NC=1C=C2C=NNC2=CC1 (5-Amino-1H-indazole), ice, Cl (HCl), N(=O)[O-].[Na+] (sodium nitrite), diazonium, diazonium, Cl (HCl). Reagents/catalysts: [Cu]Cl (copper (I) chloride). Solvent: O (water), O (water). Run at temperature -5 celsius, time 1.5 hour. Product: ClC=1C=C2C=NNC2=CC1 (5-chloro-1H-indazole). Reaction SMILES: N[C:2]1[CH:3]=[C:4]2[C:8](=[CH:9][CH:10]=1)[NH:7][N:6]=[CH:5]2.N([O-])=O.[Na+].[ClH:15]>O.[Cu]Cl>[Cl:15][C:2]1[CH:3]=[C:4]2[C:8](=[CH:9][CH:10]=1)[NH:7][N:6]=[CH:5]2 |f:1.2|. Procedure: 5-Amino-1H-indazole (15.41 g, 116 mmol) was suspended in a mixture of water (250 mL), ice (250 mL), and concentrated HCl (100 mL). The mixture was cooled in an ice-salt bath to an internal temperature of −5° C. To this mixture, was added a solution of sodium nitrite (8.78 g, 127 mmol) in water (75 mL), which had been cooled to 0° C. The resulting diazonium solution was stirred for 15 minutes at −5° C. A solution of copper (I) chloride (14.9 g, 151 mmol) in concentrated HCl (150 mL) was cooled to... Starting materials: [OH-].[Na+] (sodium hydroxide), C(C1=CC=CC=C1)OCCO (2-(benzyloxy)ethanol), [H-].[Na+] (sodium hydride), Cl (hydrochloric acid), ClC=1N=CC(=NC1)C(=O)OC (methyl 5-chloropyrazine-2-carboxylate), Cl (Hydrochloric acid). Run in CO (methanol), CN(C)C=O (DMF), O (water). Conditions: time 30 minute. The product is C(C1=CC=CC=C1)OCCOC=1N=CC(=NC1)C(=O)O (5-[2-(benzyloxy)ethoxy]pyrazine-2-carboxylic acid). Yield: 34.3%. Reaction SMILES: [CH2:1]([O:8][CH2:9][CH2:10][OH:11])[C:2]1[CH:7]=[CH:6][CH:5]=[CH:4][CH:3]=1.[H-].[Na+].Cl[C:15]1[N:16]=[CH:17][C:18]([C:21]([O:23]C)=[O:22])=[N:19][CH:20]=1.Cl.[OH-].[Na+]>CN(C=O)C.CO.O>[CH2:1]([O:8][CH2:9][CH2:10][O:11][C:15]1[N:16]=[CH:17][C:18]([C:21]([OH:23])=[O:22])=[N:19][CH:20]=1)[C:2]1[CH:7]=[CH:6][CH:5]=[CH:4][CH:3]=1 |f:1.2,5.6|. Procedure: To a solution of 2-(benzyloxy)ethanol (1.94 g) in DMF (60 mL) was added 60% sodium hydride (510 mg) under ice-cooling, followed by stirring at room temperature for 30 minutes, and methyl 5-chloropyrazine-2-carboxylate (2 g) was added thereto in one portion in an ice bath, followed by stirring at room temperature for 15 minutes. To the reaction mixture was added 1 M hydrochloric acid in an ice bath, followed by extraction with ethyl acetate. The organic layer was washed with saturated brine, drie... Reactants: C(C1=CC=CC=C1)[C@@]1(O)[C@@H]([C@@H](OC(C)=O)[C@H](OC(C)=O)[C@H](O1)COC(C)=O)NC(=O)C1=CC2=CC=C(C=C2C=C1)C(=O)N[C@H]1[C@@](O)(O[C@@H]([C@H]([C@@H]1OC(C)=O)OC(C)=O)COC(C)=O)CC1=CC=CC=C1 (naphthalene-2,6-dicarboxylic acid bis- [(benzyl 3,4,6-tri-O-acetyl-2-desoxy-α-D-glucopyranosid-2-yl)-amide]), C[O-].[Na+] (sodium methanolate). Solvent: CO (methanol), O1CCOCC1 (dioxan). Yields the product C(C1=CC=CC=C1)[C@@]1(O)[C@@H]([C@@H](O)[C@H](O)[C@H](O1)CO)NC(=O)C1=CC2=CC=C(C=C2C=C1)C(=O)N[C@H]1[C@@](O)(O[C@@H]([C@H]([C@@H]1O)O)CO)CC1=CC=CC=C1 (naphthalene-2,6-dicarboxylic acid bis-[(benzyl 2-desoxy-α-D-glucopyranosid-2-yl)-amide]). Reaction SMILES: [CH2:1]([C@@:8]1([O:22][C@H:21]([CH2:23][O:24]C(=O)C)[C@@H:16]([O:17]C(=O)C)[C@H:11]([O:12]C(=O)C)[C@H:10]1[NH:28][C:29]([C:31]1[CH:40]=[CH:39][C:38]2[C:33](=[CH:34][CH:35]=[C:36]([C:41]([NH:43][C@@H:44]3[C@@H:50]([O:51]C(=O)C)[C@H:49]([O:55]C(=O)C)[C@@H:48]([CH2:59][O:60]C(=O)C)[O:47][C@:45]3([CH2:64][C:65]3[CH:70]=[CH:69][CH:68]=[CH:67][CH:66]=3)[OH:46])=[O:42])[CH:37]=2)[CH:32]=1)=[O:30])[OH:9])[C:2]1[CH:7]=[CH:6][CH:5]=[CH:4][CH:3]=1.C[O-].[Na+]>CO.O1CCOCC1>[CH2:64]([C@@:45]1([O:47][C@H:48]([CH2:59][OH:60])[C@@H:49]([OH:55])[C@H:50]([OH:51])[C@H:44]1[NH:43][C:41]([C:36]1[CH:35]=[CH:34][C:33]2[C:38](=[CH:39][CH:40]=[C:31]([C:29]([NH:28][C@@H:10]3[C@@H:11]([OH:12])[C@H:16]([OH:17])[C@@H:21]([CH2:23][OH:24])[O:22][C@:8]3([CH2:1][C:2]3[CH:3]=[CH:4][CH:5]=[CH:6][CH:7]=3)[OH:9])=[O:30])[CH:32]=2)[CH:37]=1)=[O:42])[OH:46])[C:65]1[CH:70]=[CH:69][CH:68]=[CH:67][CH:66]=1 |f:1.2|. Procedure details: A solution of 1.0 g of (naphthalene-2,6-dicarboxylic acid bis- [(benzyl 3,4,6-tri-O-acetyl-2-desoxy-α-D-glucopyranosid-2-yl)-amide] in 20 ml of methanol and 20 ml of dioxan was stirred at room temperature for 18 hours with ml of a 0.3M sodium methanolate solution. The resulting precipitate was washed with methanol, dioxan and ether, dried and gave naphthalene-2,6-dicarboxylic acid bis-[(benzyl 2-desoxy-α-D-glucopyranosid-2-yl)-amide], MS: m/z 717.2 ([M-H]-).